Task: describe an organic reaction: reactants, conditions, products, and yield. Dataset: the Open Reaction Database (ORD), a public repository of structured organic reaction records The reactants are CCCCCCCCCCCC(=O)Cl, COc1ccc2c(c1)C(N1CCN(CCCO)CC1)Cc1ccccc1S2, c1ccccc1. Product: CCCCCCCCCCCC(=O)OCCCN1CCN(C2Cc3ccccc3Sc3ccc(OC)cc32)CC1. RXN SMILES: [C:28]([CH2:29][CH2:30][CH2:31][CH2:32][CH2:33][CH2:34][CH2:35][CH2:36][CH2:37][CH2:38][CH3:39])(=[O:40])[Cl:41].[CH3:1][O:2][c:3]1[cH:4][cH:5][c:6]2[c:7]([cH:27]1)[CH:8]([N:17]1[CH2:18][CH2:19][N:20]([CH2:23][CH2:24][CH2:25][OH:26])[CH2:21][CH2:22]1)[CH2:9][c:10]1[c:11]([cH:13][cH:14][cH:15][cH:16]1)[S:12]2.[cH:42]1[cH:43][cH:44][cH:45][cH:46][cH:47]1>>[CH3:1][O:2][c:3]1[cH:4][cH:5][c:6]2[c:7]([cH:27]1)[CH:8]([N:17]1[CH2:18][CH2:19][N:20]([CH2:23][CH2:24][CH2:25][O:26][C:28]([CH2:29][CH2:30][CH2:31][CH2:32][CH2:33][CH2:34][CH2:35][CH2:36][CH2:37][CH2:38][CH3:39])=[O:40])[CH2:21][CH2:22]1)[CH2:9][c:10]1[c:11]([cH:13][cH:14][cH:15][cH:16]1)[S:12]2. The reactants are ClC1=NC2=CC(=C(C=C2C=C1C(=O)C(C(=O)OCC)=CNC1CC1)F)F (ethyl 2-(2-chloro-6,7-difluoro quinoline-3-carbonyl)-3-cyclopropylaminoacrylate). Solvent: N12CCCCCC2=NCCC1 (1,8-diazabicyclo[5.4.0]undec-7-ene), C(C)O (ethanol), O (water), C(C)(C)OC(C)C (diisopropyl ether). Run at temperature 20 celsius. Yields the product C1(CC1)N1C=C(C(C=2C=C3C(=NC12)C=C(C(=C3)F)F)=O)C(=O)OCC (1 -cyclopropyl-3-ethoxycarbonyl-7,8-di fluoro-4-oxo-1,4-dihydro-benzo[b][1,8]naphthyridine). Isolated yield 74.9%. Reaction SMILES: Cl[C:2]1[C:11]([C:12]([C:14](=[CH:20][NH:21][CH:22]2[CH2:24][CH2:23]2)[C:15]([O:17][CH2:18][CH3:19])=[O:16])=[O:13])=[CH:10][C:9]2[C:4](=[CH:5][C:6]([F:26])=[C:7]([F:25])[CH:8]=2)[N:3]=1>N12CCCN=C1CCCCC2.C(O)C.O.C(OC(C)C)(C)C>[CH:22]1([N:21]2[C:2]3[N:3]=[C:4]4[CH:5]=[C:6]([F:26])[C:7]([F:25])=[CH:8][C:9]4=[CH:10][C:11]=3[C:12](=[O:13])[C:14]([C:15]([O:17][CH2:18][CH3:19])=[O:16])=[CH:20]2)[CH2:24][CH2:23]1. Procedure details: A stirred suspension of 5.27 g of ethyl 2-(2-chloro-6,7-difluoro quinoline-3-carbonyl)-3-cyclopropylaminoacrylate in 2.22 g of 1,8-diazabicyclo[5.4.0]undec-7-ene (DBU) and 120 cm3 of ethanol is heated at a temperature close to 75° C. for 35 minutes. After cooling to about 20° C., the reaction mixture is taken up in 100 cm3 of water and extracted with once 100 cm3 and twice 50 cm3 of trichloromethane. The combined organic extracts are washed with 3 times 50 cm3 of water, dried over magnesium sulp... Starting materials: O=C(Cl)OCc1ccccc1, C=[N+]=[N-]. Yields the product [N-]=[N+]=CC(=O)OCc1ccccc1. As a reaction SMILES: [CH2:1]([c:2]1[cH:3][cH:4][cH:5][cH:6][cH:7]1)[O:8][C:9](=[O:10])[Cl:11].[N+:12](=[N-:13])=[CH2:14]>>[CH2:1]([c:2]1[cH:3][cH:4][cH:5][cH:6][cH:7]1)[O:8][C:9](=[O:10])[CH:14]=[N+:12]=[N-:13]. Starting materials: CN(C)C=O, Cl, Oc1ccc(F)cc1, [I-], [Na+], O. The product is Oc1ccc(F)cc1I. Reaction SMILES: [CH3:13][N:14]([CH3:15])[CH:16]=[O:17].[ClH:12].[F:1][c:2]1[cH:3][cH:4][c:5]([OH:8])[cH:6][cH:7]1.[I-:10].[Na+:9].[OH2:11]>>[F:1][c:2]1[cH:3][c:4]([I:10])[c:5]([OH:8])[cH:6][cH:7]1. Reactants: O=C1CC(O)CC(C=Cc2c(C3CC3)nc3ccccc3c2-c2ccc(F)cc2)O1, [Ca+2], [OH-], [OH-], O. Yields the product O=C(O)CC(O)CC(O)C=Cc1c(C2CC2)nc2ccccc2c1-c1ccc(F)cc1. As a reaction SMILES: [CH:1]1([c:4]2[n:5][c:6]3[cH:7][cH:8][cH:9][cH:10][c:11]3[c:12](-[c:24]3[cH:25][cH:26][c:27]([F:30])[cH:28][cH:29]3)[c:13]2[CH:14]=[CH:15][CH:16]2[CH2:17][CH:18]([OH:23])[CH2:19][C:20](=[O:22])[O:21]2)[CH2:2][CH2:3]1.[Ca+2:32].[OH-:31].[OH-:33].[OH2:34]>>[CH:1]1([c:4]2[n:5][c:6]3[cH:7][cH:8][cH:9][cH:10][c:11]3[c:12](-[c:24]3[cH:25][cH:26][c:27]([F:30])[cH:28][cH:29]3)[c:13]2[CH:14]=[CH:15][CH:16]([CH2:17][CH:18]([CH2:19][C:20]([OH:21])=[O:22])[OH:23])[OH:31])[CH2:2][CH2:3]1. Starting materials: COC(CC(C)=O)=O (3-oxo-butyric acid methyl ester), R3—(CH2)m—NH2, [C@@H](C)(CC)N ((R)-sec-butylamine), BrCC(=O)C1=C(C=CC(=C1)F)OC (2-bromo-1-(5-fluoro-2-methoxy-phenyl)-ethanone), C1(CC1)CN (cyclopropanemethylamine). Yields the product [C@@H](C)(CC)NC(=O)C1=C(N(C(=C1)C1=C(C=CC(=C1)F)OC)CC1CC1)C ((R)-1-Cyclopropylmethyl-5-(5-fluoro-2-methoxy-phenyl)-2-methyl-1H-pyrrole-3-carboxylic acid sec-butylamide). As a reaction SMILES: C[O:2][C:3](=O)[CH2:4][C:5](=O)[CH3:6].Br[CH2:10][C:11]([C:13]1[CH:18]=[C:17]([F:19])[CH:16]=[CH:15][C:14]=1[O:20][CH3:21])=O.[CH:22]1([CH2:25][NH2:26])[CH2:24][CH2:23]1.[C@H:27]([NH2:31])([CH2:29][CH3:30])[CH3:28]>>[C@H:27]([NH:31][C:3]([C:4]1[CH:10]=[C:11]([C:13]2[CH:18]=[C:17]([F:19])[CH:16]=[CH:15][C:14]=2[O:20][CH3:21])[N:26]([CH2:25][CH:22]2[CH2:24][CH2:23]2)[C:5]=1[CH3:6])=[O:2])([CH2:29][CH3:30])[CH3:28]. Procedure details: The title compound was synthesized in analogy to Example 68, using 3-oxo-butyric acid methyl ester as compound of formula R, 2-bromo-1-(5-fluoro-2-methoxy-phenyl)-ethanone as compound of formula S, cyclopropanemethylamine as R3—(CH2)m—NH2 and (R)-sec-butylamine as R1R2NH, MS (ISP) 359.3 (M+H)+. Reaction conditions: temperature 105 celsius. Solvent: CO (MeOH). The reactants are BrC=1C=C(C=2NC3=CC(=CC=C3C2C1)I)C(=O)N (3-bromo-7-iodo-9H-carbazole-1-carboxamide), CC1(OB(OC1(C)C)C1=CCN(CC1)C(=O)OC(C)(C)C)C (tert-butyl 4-(4,4,5,5-tetramethyl-1,3,2-dioxaborolan-2-yl)-5,6-dihydropyridine-1(2H)-carboxylate), C(=O)([O-])[O-].[Na+].[Na+] (Na2CO3), C1(=CC=CC=C1)C (toluene). The product is BrC=1C=C2C=3C=CC(=CC3NC2=C(C1)C(N)=O)C1=CCN(CC1)C(=O)OC(C)(C)C (tert-butyl 4-(6-bromo-8-carbamoyl-9H-carbazol-2-yl)-5,6-dihydropyridine-1(2H)-carboxylate). Reported procedure: 3-Bromo-7-iodo-9H-carbazole-1-carboxamide 481A (200 mg, 0.482 mmol), tert-butyl 4-(4,4,5,5-tetramethyl-1,3,2-dioxaborolan-2-yl)-5,6-dihydropyridine-1(2H)-carboxylate (194 mg, 0.626 mmol), Pd(Ph3P)4 (35 mg, 0.030 mmol), and Na2CO3 (2M) (0.964 mL, 1.928 mmol) were mixed with toluene (10 mL) and MeOH (5 mL) in a sealed microwave vial. The mixture was flushed with N2 and heated at 105° C. in an oil bath for 4 hrs. The mixture was used as it is. MS (ESI) m/z 468.22 (M−H)−. RXN SMILES: [Br:1][C:2]1[CH:3]=[C:4]([C:16]([NH2:18])=[O:17])[C:5]2[NH:6][C:7]3[C:12]([C:13]=2[CH:14]=1)=[CH:11][CH:10]=[C:9](I)[CH:8]=3.CC1(C)C(C)(C)OB([C:27]2[CH2:32][CH2:31][N:30]([C:33]([O:35][C:36]([CH3:39])([CH3:38])[CH3:37])=[O:34])[CH2:29][CH:28]=2)O1.C([O-])([O-])=O.[Na+].[Na+].C1(C)C=CC=CC=1>C1C=CC([P]([Pd]([P](C2C=CC=CC=2)(C2C=CC=CC=2)C2C=CC=CC=2)([P](C2C=CC=CC=2)(C2C=CC=CC=2)C2C=CC=CC=2)[P](C2C=CC=CC=2)(C2C=CC=CC=2)C2C=CC=CC=2)(C2C=CC=CC=2)C2C=CC=CC=2)=CC=1.CO>[Br:1][C:2]1[CH:14]=[C:13]2[C:5](=[C:4]([C:16](=[O:17])[NH2:18])[CH:3]=1)[NH:6][C:7]1[CH:8]=[C:9]([C:27]3[CH2:32][CH2:31][N:30]([C:33]([O:35][C:36]([CH3:39])([CH3:38])[CH3:37])=[O:34])[CH2:29][CH:28]=3)[CH:10]=[CH:11][C:12]2=1 |f:2.3.4,^1:57,59,78,97|. The reagents and catalysts are C=1C=CC(=CC1)[P](C=2C=CC=CC2)(C=3C=CC=CC3)[Pd]([P](C=4C=CC=CC4)(C=5C=CC=CC5)C=6C=CC=CC6)([P](C=7C=CC=CC7)(C=8C=CC=CC8)C=9C=CC=CC9)[P](C=1C=CC=CC1)(C=1C=CC=CC1)C=1C=CC=CC1 (Pd(Ph3P)4).